Dataset: the Open Reaction Database (ORD), a public repository of structured organic reaction records. Task: describe an organic reaction: reactants, conditions, products, and yield The reactants are BrC1=C(C=CC(=C1)[N+](=O)[O-])O (2-Bromo-4-nitrophenol), IC(C)C (2-iodopropane), C([O-])([O-])=O.[K+].[K+] (potassium carbonate). The solvent is CC(=O)C (acetone). The yield is 93.9%. Product: C(C)(C)OC1=C(C=C(C=C1)[N+](=O)[O-])Br (2-iso-Propoxy-5-nitrobromobenzene). Reported procedure: 2-Bromo-4-nitrophenol (2.5 g; Desc. 9), 2-iodopropane (2.2 g) and potassium carbonate (5 g) were refluxed in acetone (30 ml) for 18 hours. The reaction mixture was then evaporated to dryness, and taken up in ethyl acetate/water. The organic layer was washed (water, brine), dried (MgSO4) and evaporated in vacuo. Chromatography on silica eluting with 10% ethyl acetate/hexane gave the title compound (2.8 g, 94%). 1H NMR (250 MHz, CDCl3) δ 8.46 (1H, s), 8.20 (1H, m), 6.93 (1H, m), 4.75 (1H, m), 1.42... RXN SMILES: [Br:1][C:2]1[CH:7]=[C:6]([N+:8]([O-:10])=[O:9])[CH:5]=[CH:4][C:3]=1[OH:11].I[CH:13]([CH3:15])[CH3:14].C(=O)([O-])[O-].[K+].[K+]>CC(C)=O>[CH:13]([O:11][C:3]1[CH:4]=[CH:5][C:6]([N+:8]([O-:10])=[O:9])=[CH:7][C:2]=1[Br:1])([CH3:15])[CH3:14] |f:2.3.4|. The reactants are NC(=O)CCBr, CC(C)(C)OC(=O)NCCCCc1ccc(S)cc1, C1CCOC1, CN1CCOCC1. The product is CC(C)(C)OC(=O)NCCCCc1ccc(SCCC(N)=O)cc1. Reaction SMILES: [Br:1][CH2:2][CH2:3][C:4](=[O:5])[NH2:6].[C:7]([CH3:8])([CH3:9])([CH3:10])[O:11][C:12]([NH:13][CH2:14][CH2:15][CH2:16][CH2:17][c:18]1[cH:19][cH:20][c:21]([SH:24])[cH:22][cH:23]1)=[O:25].[CH2:26]1[O:27][CH2:28][CH2:29][CH2:30]1.[CH3:31][N:32]1[CH2:33][CH2:34][O:35][CH2:36][CH2:37]1>>[CH2:2]([CH2:3][C:4](=[O:5])[NH2:6])[S:24][c:21]1[cH:20][cH:19][c:18]([CH2:17][CH2:16][CH2:15][CH2:14][NH:13][C:12]([O:11][C:7]([CH3:8])([CH3:9])[CH3:10])=[O:25])[cH:23][cH:22]1. Starting materials: BrC(C(=O)C=1C=CC2=C(NC(S2)=O)C1)C (5-(2-bromopropionyl)-2-benzothiazolinone), NC1=NC=CC=C1 (2-aminopyridine). RXN SMILES: BrC(C)C([C:5]1[CH:6]=[CH:7][C:8]2[S:12][C:11](=[O:13])[NH:10][C:9]=2[CH:14]=1)=O.NC1C=CC=CN=1>C(O)C>[S:12]1[C:8]2[CH:7]=[CH:6][CH:5]=[CH:14][C:9]=2[NH:10][C:11]1=[O:13]. Yield: 70.8%. Procedure: 5-(3-Methylimidazo[1,2-? ? pyridin-2-yl)2-benzothiazolinone (1.07 g) was prepared in the substantially same manner as that of Example 2 from 5-(2-bromopropionyl)-2-benzothiazolinone (2.86 g) and 2-aminopyridine (2.8 g). mp.>290° C.(from aqueous ethanol), Product: S1C(NC2=C1C=CC=C2)=O (2-benzothiazolinone). Solvent: C(C)O (ethanol). Starting materials: [Br-], CC(=O)c1ccc(N)c(C#N)c1, C1CCOC1. The product is N#Cc1cc(C(=O)CBr)ccc1N. Reaction SMILES: [Br-:13].[C:1]([CH3:2])(=[O:3])[c:4]1[cH:5][cH:6][c:7]([NH2:12])[c:8]([C:9]#[N:10])[cH:11]1.[O:14]1[CH2:15][CH2:16][CH2:17][CH2:18]1>>[C:1]([CH2:2][Br:13])(=[O:3])[c:4]1[cH:5][cH:6][c:7]([NH2:12])[c:8]([C:9]#[N:10])[cH:11]1.